From a dataset of the Open Reaction Database (ORD), a public repository of structured organic reaction records. describe an organic reaction: reactants, conditions, products, and yield Reactants: [Al], O=C1CCC(=O)N1Br, ClCCl, OCCOCc1ccc(F)cc1, c1ccc(P(c2ccccc2)c2ccccc2)cc1. Product: Fc1ccc(COCCBr)cc1. RXN SMILES: [Al:43].[Br:1][N:2]1[C:3](=[O:4])[CH2:5][CH2:6][C:7]1=[O:8].[Cl:40][CH2:41][Cl:42].[F:28][c:29]1[cH:30][cH:31][c:32]([CH2:35][O:36][CH2:37][CH2:38][OH:39])[cH:33][cH:34]1.[c:9]1([P:10]([c:11]2[cH:12][cH:13][cH:14][cH:15][cH:16]2)[c:17]2[cH:18][cH:19][cH:20][cH:21][cH:22]2)[cH:23][cH:24][cH:25][cH:26][cH:27]1>>[Br:1][CH2:38][CH2:37][O:36][CH2:35][c:32]1[cH:31][cH:30][c:29]([F:28])[cH:34][cH:33]1. The reactants are CCCCP(=CC#N)(CCCC)CCCC, Cc1ccccc1, CCCCCC, CC(C)OC(C)C, O=S(=O)(Cc1cc(F)ccc1F)c1ccc(Cl)cc1, OC1CCSCC1. The product is O=S(=O)(c1ccc(Cl)cc1)C(c1cc(F)ccc1F)C1CCSCC1. RXN SMILES: [C:27]([CH:28]=[P:29]([CH2:30][CH2:31][CH2:32][CH3:33])([CH2:34][CH2:35][CH2:36][CH3:37])[CH2:38][CH2:39][CH2:40][CH3:41])#[N:42].[CH3:43][c:44]1[cH:45][cH:46][cH:47][cH:48][cH:49]1.[CH3:57][CH2:58][CH2:59][CH2:60][CH2:61][CH3:62].[CH:50]([O:51][CH:52]([CH3:53])[CH3:54])([CH3:55])[CH3:56].[Cl:1][c:2]1[cH:3][cH:4][c:5]([S:8](=[O:9])(=[O:10])[CH2:11][c:12]2[c:13]([F:19])[cH:14][cH:15][c:16]([F:18])[cH:17]2)[cH:6][cH:7]1.[S:20]1[CH2:21][CH2:22][CH:23]([OH:26])[CH2:24][CH2:25]1>>[Cl:1][c:2]1[cH:3][cH:4][c:5]([S:8](=[O:9])(=[O:10])[CH:11]([c:12]2[c:13]([F:19])[cH:14][cH:15][c:16]([F:18])[cH:17]2)[CH:23]2[CH2:22][CH2:21][S:20][CH2:25][CH2:24]2)[cH:6][cH:7]1. Starting materials: [Cl-].[Al+3].[Cl-].[Cl-] (aluminium chloride), Cl (hydrochloric acid), C(C)(=O)Cl (acetyl chloride), O1C(=COC2=C1C=CC=C2)C(=O)OCC (ethyl 1,4-benzodioxin-2-carboxylate). The solvent is C(=S)=S (carbon disulfide). Conditions: time 4 hour. The product is C(C)(=O)C1=CC2=C(OC(=CO2)C(=O)OCC)C=C1 (ethyl 6-acetyl-1,4-benzodioxin-2-carboxylate). Yield: 95.0%. As a reaction SMILES: [Cl-].[Al+3].[Cl-].[Cl-].[C:5](Cl)(=[O:7])[CH3:6].[O:9]1[C:14]2[CH:15]=[CH:16][CH:17]=[CH:18][C:13]=2[O:12][CH:11]=[C:10]1[C:19]([O:21][CH2:22][CH3:23])=[O:20].Cl>C(=S)=S>[C:5]([C:17]1[CH:16]=[CH:15][C:14]2[O:9][C:10]([C:19]([O:21][CH2:22][CH3:23])=[O:20])=[CH:11][O:12][C:13]=2[CH:18]=1)(=[O:7])[CH3:6] |f:0.1.2.3|. Reported procedure: Slowly add 8.1 g (60.7 mmol) of aluminium chloride to a solution of 2.85 g (36.3 mmol) of acetyl chloride and 5 g (24.7 mmol) of ethyl 1,4-benzodioxin-2-carboxylate in 120 cm3 of carbon disulfide at 0° C. Stir for 4 hours at room temperature and then, after acid hydrolysis with 20 cm3 of 2N hydrochloric acid, extract the reaction mixture with methylene chloride. After drying the methylene chloride phase over magnesium sulfate, concentrating to dryness and washing with ethanol, ethyl 6-acetyl-1,4...